Dataset: the Open Reaction Database (ORD), a public repository of structured organic reaction records. Task: describe an organic reaction: reactants, conditions, products, and yield Procedure details: The title compound was prepared following the method described in step 1 for the preparation of Example 1, using (1R,3aS,5aR,5bR,7aR,11aR,11bR,13aR,13bR)-3a-((2-(1,1-dioxidothiomorpholino)ethyl)amino)-5a,5b,8,8,11a-pentamethyl-1-(prop-1-en-2-yl)-2,3,3a,4,5,5a,5b,6,7,7a,8,11,11a,11b,12,13,13a,13b-octadecahydro-1H-cyclopenta[a]chrysen-9-yl trifluoromethanesulfonate and ethyl 3-(4,4,5,5-tetramethyl-1,3,2-dioxaborolan-2-yl)bicyclo[3.1.0]hex-2-ene 6-carboxylate as the reactants. The title compound wa... Starting materials: FC(S(=O)(=O)OC=1C([C@@H]2CC[C@]3([C@@]4(CC[C@@]5([C@@H]([C@H]4CC[C@@H]3[C@]2(CC1)C)[C@@H](CC5)C(=C)C)NCCN5CCS(CC5)(=O)=O)C)C)(C)C)(F)F ((1R,3aS,5aR,5bR,7aR,11aR,11bR,13aR,13bR)-3a-((2-(1,1-dioxidothiomorpholino)ethyl)amino)-5a,5b,8,8,11a-pentamethyl-1-(prop-1-en-2-yl)-2,3,3a,4,5,5a,5b,6,7,7a,8,11,11a,11b,12,13,13a,13b-octadecahydro-1H-cyclopenta[a]chrysen-9-yl trifluoromethanesulfonate), CC1(OB(OC1(C)C)C1=CC2C(C2C1)C(=O)OCC)C (ethyl 3-(4,4,5,5-tetramethyl-1,3,2-dioxaborolan-2-yl)bicyclo[3.1.0]hex-2-ene 6-carboxylate). As a reaction SMILES: FC(F)(F)S(O[C:7]1[C:8]([CH3:46])([CH3:45])[C@H:9]2[C@:22]([CH3:25])([CH2:23][CH:24]=1)[C@@H:21]1[C@:12]([CH3:44])([C@@:13]3([CH3:43])[C@H:18]([CH2:19][CH2:20]1)[C@H:17]1[C@H:26]([C:29]([CH3:31])=[CH2:30])[CH2:27][CH2:28][C@:16]1([NH:32][CH2:33][CH2:34][N:35]1[CH2:40][CH2:39][S:38](=[O:42])(=[O:41])[CH2:37][CH2:36]1)[CH2:15][CH2:14]3)[CH2:11][CH2:10]2)(=O)=O.CC1(C)C(C)(C)OB([C:57]2[CH2:62][CH:61]3[CH:59]([CH:60]3[C:63]([O:65][CH2:66][CH3:67])=[O:64])[CH:58]=2)O1>>[O:42]=[S:38]1(=[O:41])[CH2:39][CH2:40][N:35]([CH2:34][CH2:33][NH:32][C@:16]23[CH2:28][CH2:27][C@@H:26]([C:29]([CH3:31])=[CH2:30])[C@@H:17]2[C@@H:18]2[C@@:13]([CH3:43])([CH2:14][CH2:15]3)[C@@:12]3([CH3:44])[C@@H:21]([C@:22]4([CH3:25])[C@@H:9]([CH2:10][CH2:11]3)[C:8]([CH3:45])([CH3:46])[C:7]([C:57]3[CH2:62][CH:61]5[CH:59]([CH:60]5[C:63]([O:65][CH2:66][CH3:67])=[O:64])[CH:58]=3)=[CH:24][CH2:23]4)[CH2:20][CH2:19]2)[CH2:36][CH2:37]1. Yields the product O=S1(CCN(CC1)CCN[C@]12[C@@H]([C@H]3CC[C@@H]4[C@]5(CC=C(C([C@@H]5CC[C@]4([C@@]3(CC1)C)C)(C)C)C1=CC3C(C3C1)C(=O)OCC)C)[C@@H](CC2)C(=C)C)=O (ethyl 3-((1R,3aS,5aR,5bR,7aR,11aS,11bR,13aR,13bR)-3a-((2-(1,1-dioxidothiomorpholino)ethyl)amino)-5a,5b,8,8,11a-pentamethyl-1-(prop-1-en-2-yl)-2,3,3a,4,5,5a,5b,6,7,7a,8,11,11a,11b,12,13,13a,13b-octadecahydro-1H-cyclopenta[a]chrysen-9-yl)bicyclo[3.1.0]hex-2-ene-6-carboxylate). Procedure: 27.5 Parts of N-cyclopentylhydroxylamine hydrochloride is dissolved in 200 parts of dichloromethane; a solution of 33.6 parts of sodium hydrogen carbonate in 300 parts of water is then added. At room temperature and while stirring thoroughly, 34.5 parts of 2,4,5-trimethylfuran-3-carboxylic chloride is dripped into this mixture. After the mixture has been stirred for 2 hours the dichloromethane phase is separated, dried over anhydrous sodium sulfate and evaporated. There is obtained 36 parts of N... RXN SMILES: Cl.[CH:2]1([NH:7][OH:8])[CH2:6][CH2:5][CH2:4][CH2:3]1.C(=O)([O-])O.[Na+].O.[CH3:15][C:16]1[O:17][C:18]([CH3:25])=[C:19]([CH3:24])[C:20]=1[C:21](Cl)=[O:22]>ClCCl>[CH:2]1([N:7]([C:21]([C:20]2[C:19]([CH3:24])=[C:18]([CH3:25])[O:17][C:16]=2[CH3:15])=[O:22])[OH:8])[CH2:6][CH2:5][CH2:4][CH2:3]1 |f:0.1,2.3|. The reactants are Cl.C1(CCCC1)NO (N-cyclopentylhydroxylamine hydrochloride), 33.6, C(O)([O-])=O.[Na+] (sodium hydrogen carbonate), O (water), CC=1OC(=C(C1C(=O)Cl)C)C (2,4,5-trimethylfuran-3-carboxylic chloride). Product: 36, C1(CCCC1)N(O)C(=O)C1=C(OC(=C1C)C)C (N-cyclopentyl-2,4,5-trimethylfuran-3-hydroxamic acid). Run in ClCCl (dichloromethane), ClCCl (dichloromethane). The reactants are C(C(O)C(O)C(=O)O)(=O)O.[Na] (sodium tartaric acid), CC(C)C[AlH]CC(C)C (DIBAL-H), FC1=CC=C2CCN(C2=C1)C1CCN(CC1)C(=O)NC=1SC(=CN1)CC(=O)OC (methyl 2-(2-(4-(6-fluoroindolin-1-yl)piperidine-1-carboxamido)thiazol-5-yl)acetate). The solvent is C(Cl)Cl (CH2Cl2), C(Cl)Cl (CH2Cl2). Run at time 1 hour. Product: FC1=CC=C2CCN(C2=C1)C1CCN(CC1)C(=O)NC=1SC(=CN1)CCO (4-(6-fluoroindolin-1-yl)-N-(5-(2-hydroxyethyl)thiazol-2-yl)piperidine-1-carboxamide). As a reaction SMILES: [F:1][C:2]1[CH:10]=[C:9]2[C:5]([CH2:6][CH2:7][N:8]2[CH:11]2[CH2:16][CH2:15][N:14]([C:17]([NH:19][C:20]3[S:21][C:22]([CH2:25][C:26](OC)=[O:27])=[CH:23][N:24]=3)=[O:18])[CH2:13][CH2:12]2)=[CH:4][CH:3]=1.CC(C[AlH]CC(C)C)C.C(O)(=O)C(C(C(O)=O)O)O.[Na]>C(Cl)Cl>[F:1][C:2]1[CH:10]=[C:9]2[C:5]([CH2:6][CH2:7][N:8]2[CH:11]2[CH2:16][CH2:15][N:14]([C:17]([NH:19][C:20]3[S:21][C:22]([CH2:25][CH2:26][OH:27])=[CH:23][N:24]=3)=[O:18])[CH2:13][CH2:12]2)=[CH:4][CH:3]=1 |f:2.3,^1:48|. Procedure details: To a suspension of methyl 2-(2-(4-(6-fluoroindolin-1-yl)piperidine-1-carboxamido)thiazol-5-yl)acetate (83.6 mg, 0.2 mmol, 1 equiv) in dried CH2Cl2 (3 mL) under N2 at room temperature was then slowly added DIBAL-H (1M in CH2Cl2, 1.0 mL, 1.0 mmol, 5 equiv). The resulting mixture became a clear solution and was stirred at room temperature for 1 h. The resulting mixture was slowly poured into a vigorously stirred mixture of CH2Cl2/10 wt % sodium tartaric acid (aq.) (10 mL/10 mL). The resulting mixtu... Starting materials: C(C(=O)Cl)(=O)Cl (oxalyl chloride), ClC1=C(N)C=CC=C1 (2-chloroaniline), BrC=1C=CC2=C(C=3SC(=CC3CCO2)C(=O)Cl)C1 (9-bromo-4,5-dihydro-6-oxa-1-thia-benzo[e]azulene-2-carbonyl chloride), carboxylic acid. The solvent is CN(C=O)C (N,N-dimethylformamide). The product is ClC1=C(C=CC=C1)NC(=O)C1=CC=2CCOC3=C(C2S1)C=C(C=C3)Br (9-bromo-4,5-dihydro-6-oxa-1-thia-benzo[e]azulene-2-carboxylic acid (2-chloro-phenyl)-amide). As a reaction SMILES: [Cl:1][C:2]1[CH:8]=[CH:7][CH:6]=[CH:5][C:3]=1[NH2:4].[Br:9][C:10]1[CH:11]=[CH:12][C:13]2[O:22][CH2:21][CH2:20][C:19]3[CH:18]=[C:17]([C:23](Cl)=[O:24])[S:16][C:15]=3[C:14]=2[CH:26]=1.C(Cl)(=O)C(Cl)=O>CN(C)C=O>[Cl:1][C:2]1[CH:8]=[CH:7][CH:6]=[CH:5][C:3]=1[NH:4][C:23]([C:17]1[S:16][C:15]2[C:14]3[CH:26]=[C:10]([Br:9])[CH:11]=[CH:12][C:13]=3[O:22][CH2:21][CH2:20][C:19]=2[CH:18]=1)=[O:24]. Procedure details: Reaction of 2-chloroaniline with 9-bromo-4,5-dihydro-6-oxa-1-thia-benzo[e]azulene-2-carbonyl chloride (prepared from the corresponding carboxylic acid using oxalyl chloride with catalytic N,N-dimethylformamide) yielded 9-bromo-4,5-dihydro-6-oxa-1-thia-benzo[e]azulene-2-carboxylic acid (2-chloro-phenyl)-amide. The reactants are CN1C=C(C2=CC=CC=C12)S(=O)(=O)Cl (1-methyl-1H-indole-3-sulfonyl chloride), N (ammonia). The solvent is C1CCOC1 (THF). Conditions: time 4 hour. Product: CN1C=C(C2=CC=CC=C12)S(=O)(=O)N (1-methyl-1H-indole-3-sulfonic acid amide). As a reaction SMILES: [CH3:1][N:2]1[C:10]2[C:5](=[CH:6][CH:7]=[CH:8][CH:9]=2)[C:4]([S:11](Cl)(=[O:13])=[O:12])=[CH:3]1.[NH3:15]>C1COCC1>[CH3:1][N:2]1[C:10]2[C:5](=[CH:6][CH:7]=[CH:8][CH:9]=2)[C:4]([S:11]([NH2:15])(=[O:13])=[O:12])=[CH:3]1. Procedure details: To a solution of 1-methyl-1H-indole-3-sulfonyl chloride (0.86 g, 3.75 mmol) in THF (40 mL) was added ammonia gas until saturation at ca. 10° C., then the flask was stoppered, and the reaction mixture was stirred at rt for 4 h. The reaction mixture was then quenched with water; the organic solvent was slowly evaporated under vacuum. The precipitate formed was filtered off, washed with water and dried over P2O5 under high vacuum to obtain 1-methyl-1H-indole-3-sulfonic acid amide (0.64 g) as a yell... The reactants are N1=C(C=CC2=CC=CC=C12)COC1=CC=C(CCl)C=C1 (4-(2-Quinolinylmethoxy)benzyl chloride), resultant mixture, CC1(C(NC2=CC=C(C=C12)O)=O)C (3,3-dimethyl-5-hydroxy-2,3-dihydro-1H-indol-2-one), C(=O)([O-])[O-].[K+].[K+] (K2CO3). Reagents/catalysts: [Br-].C(CCC)[N+](CCCC)(CCCC)CCCC (tetra-n-butylammonium bromide). The solvent is CN(C)C=O (DMF). Yields the product CC1(C(NC2=CC=C(C=C12)OCC1=CC=C(C=C1)OCC1=NC2=CC=CC=C2C=C1)=O)C (3,3-dimethyl-5-[4-(2-quinolinylmethoxy)benzyloxy]-2,3-dihydro-1H-indol-2-one), powder. The yield is 23.5%. Reaction SMILES: [N:1]1[C:10]2[C:5](=[CH:6][CH:7]=[CH:8][CH:9]=2)[CH:4]=[CH:3][C:2]=1[CH2:11][O:12][C:13]1[CH:20]=[CH:19][C:16]([CH2:17]Cl)=[CH:15][CH:14]=1.[CH3:21][C:22]1([CH3:33])[C:30]2[C:25](=[CH:26][CH:27]=[C:28]([OH:31])[CH:29]=2)[NH:24][C:23]1=[O:32].C([O-])([O-])=O.[K+].[K+]>CN(C=O)C.[Br-].C([N+](CCCC)(CCCC)CCCC)CCC>[CH3:21][C:22]1([CH3:33])[C:30]2[C:25](=[CH:26][CH:27]=[C:28]([O:31][CH2:17][C:16]3[CH:19]=[CH:20][C:13]([O:12][CH2:11][C:2]4[CH:3]=[CH:4][C:5]5[C:10](=[CH:9][CH:8]=[CH:7][CH:6]=5)[N:1]=4)=[CH:14][CH:15]=3)[CH:29]=2)[NH:24][C:23]1=[O:32] |f:2.3.4,6.7|. Procedure details: 4-(2-Quinolinylmethoxy)benzyl chloride (567 mg, 2 was dissolved in 20 ml of DMF, followed by the addition of 354 mg (2 mmol) of 3,3-dimethyl-5-hydroxy-2,3-dihydro-1H-indol-2-one, 64 mg (0.2 mmol) of tetra-n-butylammonium bromide and 691 mg (5 mmol) of K2CO3. The resultant mixture was stirred under an argon gas stream at 50° C. for 72 hours. After the solvent was distilled off, water was added, and the thus-formed mixture was extracted twice in a CHCl3 --MeOH (3:1) mixed solvent. The extract was ... The solvent is COC(C1=CC=CC=C1)(OC)OC (trimethyl orthobenzoate), C(C)(=O)OCC (ethyl acetate). Reported procedure: To a solution of (2S,3R)-3-(n-butyl)-2-hydroxysuccinic acid F-4 (300 mg, 1.58 mmol) and powdered molecular sieves (1 g) in trimethyl orthobenzoate (5 mL) and toluene (5 ml) was added 10-Camphorsulfonic acid (20 mg) and the reaction was heated at 110° C. under vacuum (20 torr) for 5 h. The solution was diluted with ethyl acetate, filtered through Celite and washed with brine, dried (Na2SO4) and then purified by silica gel chromatography to afford 1.2 mmol 2-(2-methoxy-2-phenyl-4-oxo-1,3-dioxolan-... RXN SMILES: [CH2:1]([C@@H:5]([C:11]([OH:13])=[O:12])[C@H:6]([OH:10])[C:7]([OH:9])=[O:8])[CH2:2][CH2:3][CH3:4].[C:14]1([CH3:20])[CH:19]=[CH:18][CH:17]=[CH:16][CH:15]=1.C12(CS(O)(=O)=O)C(C)(C)C(CC1)C[C:22]2=[O:23]>COC(OC)(OC)C1C=CC=CC=1.C(OCC)(=O)C>[CH3:22][O:23][C:20]1([C:14]2[CH:19]=[CH:18][CH:17]=[CH:16][CH:15]=2)[O:8][C:7](=[O:9])[CH:6]([CH:5]([CH2:1][CH2:2][CH2:3][CH3:4])[C:11]([OH:13])=[O:12])[O:10]1. Product: COC1(OC(C(O1)=O)C(C(=O)O)CCCC)C1=CC=CC=C1 (2-(2-methoxy-2-phenyl-4-oxo-1,3-dioxolan-5-yl)hexanoic acid). Starting materials: C(CCC)[C@H]([C@@H](C(=O)O)O)C(=O)O ((2S,3R)-3-(n-butyl)-2-hydroxysuccinic acid), C1(=CC=CC=C1)C (toluene), C12(C(=O)CC(CC1)C2(C)C)CS(=O)(=O)O (10-Camphorsulfonic acid). Reaction conditions: temperature 110 celsius. Reaction SMILES: [BH3:16].[CH2:19]1[O:20][CH2:21][CH2:22][CH2:23]1.[CH3:1][c:2]1[cH:3][cH:4][c:5]([CH2:8][C:9]#[N:10])[n:6][cH:7]1.[ClH:17].[O:11]1[CH2:12][CH2:13][CH2:14][CH2:15]1.[OH2:18]>>[CH3:1][c:2]1[cH:3][cH:4][c:5]([CH2:8][CH2:9][NH2:10])[n:6][cH:7]1. Yields the product Cc1ccc(CCN)nc1. Reactants: B, C1CCOC1, Cc1ccc(CC#N)nc1, Cl, C1CCOC1, O.